From a dataset of the Open Reaction Database (ORD), a public repository of structured organic reaction records. describe an organic reaction: reactants, conditions, products, and yield Starting materials: [Al+3], [Cl-], [Cl-], [Cl-], FC(F)(F)c1cccnc1Cl, O=C(O)c1cccnc1Cl. Yields the product Clc1ncccc1C(Cl)(Cl)Cl. RXN SMILES: [Al+3:23].[Cl-:22].[Cl-:24].[Cl-:25].[Cl:11][c:12]1[c:13]([C:14]([F:15])([F:16])[F:17])[cH:18][cH:19][cH:20][n:21]1.[Cl:1][c:2]1[c:3]([C:4]([OH:5])=[O:6])[cH:7][cH:8][cH:9][n:10]1>>[Cl:1][c:2]1[c:3]([C:4]([Cl:22])([Cl:24])[Cl:25])[cH:7][cH:8][cH:9][n:10]1.